From a dataset of the Open Reaction Database (ORD), a public repository of structured organic reaction records. describe an organic reaction: reactants, conditions, products, and yield Yields the product FC=1C=C(CN2C(=CC3=C(C=CC=C23)C2CCN(CC2)C)C(=O)N)C=CC1 (1-(3-Fluoro-benzyl)-4-(1-methyl-piperidin-4-yl)-1H-indole-2-carboxylic acid amide). Run in C(Cl)Cl (CH2Cl2), C(Cl)Cl.O (CH2Cl2 H2O). Procedure: To a solution of 1-(3-Fluoro-benzyl)-4-piperidin-4-yl-1H-indole-2-carboxylic acid amide (50 mg, 0.14 mmol) in CH2Cl2 (5 ml) were added formaldehyde (20 μl, 0.24 mmol, 37% in H2O solution) and NaBH(OAc)3 (74 mg, 0.35 mmol). After stirring at room temperature for 4 hours, the reaction mixture was added to a saturated solution of sodium bicarbonate, followed by a mixture of CH2Cl2/H2O. The organic fraction was separated, washed with water and brine. After drying over MgSO4, the organic fraction was... Reaction conditions: time 4 hour. As a reaction SMILES: [F:1][C:2]1[CH:3]=[C:4]([CH:24]=[CH:25][CH:26]=1)[CH2:5][N:6]1[C:14]2[C:9](=[C:10]([CH:15]3[CH2:20][CH2:19][NH:18][CH2:17][CH2:16]3)[CH:11]=[CH:12][CH:13]=2)[CH:8]=[C:7]1[C:21]([NH2:23])=[O:22].C=O.[BH-](OC(C)=O)(OC(C)=O)O[C:31](C)=O.[Na+].C(=O)(O)[O-].[Na+]>C(Cl)Cl.C(Cl)Cl.O>[F:1][C:2]1[CH:3]=[C:4]([CH:24]=[CH:25][CH:26]=1)[CH2:5][N:6]1[C:14]2[C:9](=[C:10]([CH:15]3[CH2:20][CH2:19][N:18]([CH3:31])[CH2:17][CH2:16]3)[CH:11]=[CH:12][CH:13]=2)[CH:8]=[C:7]1[C:21]([NH2:23])=[O:22] |f:2.3,4.5,7.8|. Starting materials: FC=1C=C(CN2C(=CC3=C(C=CC=C23)C2CCNCC2)C(=O)N)C=CC1 (1-(3-Fluoro-benzyl)-4-piperidin-4-yl-1H-indole-2-carboxylic acid amide), C=O (formaldehyde), [BH-](OC(=O)C)(OC(=O)C)OC(=O)C.[Na+] (NaBH(OAc)3), C([O-])(O)=O.[Na+] (sodium bicarbonate).